This data is from the Open Reaction Database (ORD), a public repository of structured organic reaction records. The task is: describe an organic reaction: reactants, conditions, products, and yield Starting materials: ClC(C(=O)OCC)=NO (ethyl 2-chloro-2-(hydroxyimino)acetate), ClC=1C=C(C=C2CN(C(C12)=O)[C@@H](C)C1CC1)C#C (7-chloro-2-((S)-1-cyclopropylethyl)-5-ethynylisoindolin-1-one), C(O)([O-])=O.[K+] (potassium hydrogen carbonate), ClC(C(=O)OCC)=NO (ethyl 2-chloro-2-(hydroxyimino)acetate), O (water), ClC(C(=O)OCC)=NO (ethyl 2-chloro-2 (hydroxyimino)acetate). Solvent: C(C)(=O)OCC (ethyl acetate), C(C)(=O)OCC (ethyl acetate). Run at time 12 hour. Yields the product ClC=1C=C(C=C2CN(C(C12)=O)[C@@H](C)C1CC1)C1=CC(=NO1)C(=O)OCC (Ethyl 5-(7-chloro-2-((S)-1-cyclopropylethyl)-1-oxoisoindolin-5-yl)isoxazole-3-carboxylate). Yield: 41.2%. As a reaction SMILES: [Cl:1][C:2]1[CH:3]=[C:4]([C:17]#[CH:18])[CH:5]=[C:6]2[C:10]=1[C:9](=[O:11])[N:8]([C@H:12]([CH:14]1[CH2:16][CH2:15]1)[CH3:13])[CH2:7]2.C(=O)([O-])O.[K+].O.Cl[C:26](=[N:32][OH:33])[C:27]([O:29][CH2:30][CH3:31])=[O:28]>C(OCC)(=O)C>[Cl:1][C:2]1[CH:3]=[C:4]([C:17]2[O:33][N:32]=[C:26]([C:27]([O:29][CH2:30][CH3:31])=[O:28])[CH:18]=2)[CH:5]=[C:6]2[C:10]=1[C:9](=[O:11])[N:8]([C@H:12]([CH:14]1[CH2:16][CH2:15]1)[CH3:13])[CH2:7]2 |f:1.2|. Reported procedure: 7-chloro-2-((S)-1-cyclopropylethyl)-5-ethynylisoindolin-1-one (28.66 g, 110.35 mmol) and potassium hydrogen carbonate (110.0 g, 1103.45 mmol) were dissolved in a solution consisting of 1200 mL of ethyl acetate and 400 mL of water. To this solution was added ethyl 2-chloro-2-(hydroxyimino)acetate (66.9 g, 441.38 mmol). The ethyl 2-chloro-2-(hydroxyimino)acetate was added at room temperature as a solution in 160 mL of ethyl acetate via syringe pump at a rate of 5 mL/Hr. Following the addition of t... Starting materials: OC(c1ccc(Br)s1)C(F)(F)F, ClCCl. Reaction SMILES: [Br:1][c:2]1[cH:3][cH:4][c:5]([CH:7]([C:8]([F:9])([F:10])[F:11])[OH:12])[s:6]1.[Cl:13][CH2:14][Cl:15]>>[Br:1][c:2]1[cH:3][cH:4][c:5]([C:7]([C:8]([F:9])([F:10])[F:11])=[O:12])[s:6]1. Product: O=C(c1ccc(Br)s1)C(F)(F)F.